This data is from the Open Reaction Database (ORD), a public repository of structured organic reaction records. The task is: describe an organic reaction: reactants, conditions, products, and yield Starting materials: Cc1ccccc1, CCCCCC, O=[N+]([O-])c1cc(Cl)c(Cl)c(Cl)c1, [Na+], [OH-], O, OCc1ccccc1-c1ccccc1. Product: O=[N+]([O-])c1cc(Cl)c(OCc2ccccc2-c2ccccc2)c(Cl)c1. As a reaction SMILES: [CH3:27][c:28]1[cH:29][cH:30][cH:31][cH:32][cH:33]1.[CH3:37][CH2:38][CH2:39][CH2:40][CH2:41][CH3:42].[Cl:1][c:2]1[cH:3][c:4]([N+:10](=[O:11])[O-:12])[cH:5][c:6]([Cl:9])[c:7]1[Cl:8].[Na+:35].[OH-:34].[OH2:36].[c:13]1(-[c:19]2[c:20]([CH2:21][OH:22])[cH:23][cH:24][cH:25][cH:26]2)[cH:14][cH:15][cH:16][cH:17][cH:18]1>>[Cl:1][c:2]1[cH:3][c:4]([N+:10](=[O:11])[O-:12])[cH:5][c:6]([Cl:9])[c:7]1[O:22][CH2:21][c:20]1[c:19](-[c:13]2[cH:14][cH:15][cH:16][cH:17][cH:18]2)[cH:26][cH:25][cH:24][cH:23]1.